Dataset: the Open Reaction Database (ORD), a public repository of structured organic reaction records. Task: describe an organic reaction: reactants, conditions, products, and yield Starting materials: C(=O)(O)[O-].[Na+] (NaHCO3), C(C)(C)(C)OC(=O)N[C@@H](C(=O)NC1=CC=CC2=CC=C(C=C12)O[Si](C1=CC=CC=C1)(C1=CC=CC=C1)C(C)(C)C)C ((R)-2-(tert-butoxycarbonylamino)-N-[7-(tert-butyldiphenylsilyloxy)naphthalen-1-yl]propionamide), CCCC[N+](CCCC)(CCCC)CCCC.[F-] (TBAF), solution. Run in C1CCOC1 (THF), C1CCOC1 (THF). Run at time 30 minute. Yields the product C(C)(C)(C)OC(=O)N[C@@H](C(=O)NC1=CC=CC2=CC=C(C=C12)O)C ((R)-2-(tert-Butoxycarbonylamino)-N-(7- hydroxynaphthalen-1-yl)propionamide). Reaction SMILES: [C:1]([O:5][C:6]([NH:8][C@H:9]([CH3:41])[C:10]([NH:12][C:13]1[C:22]2[C:17](=[CH:18][CH:19]=[C:20]([O:23][Si](C(C)(C)C)(C3C=CC=CC=3)C3C=CC=CC=3)[CH:21]=2)[CH:16]=[CH:15][CH:14]=1)=[O:11])=[O:7])([CH3:4])([CH3:3])[CH3:2].CCCC[N+](CCCC)(CCCC)CCCC.[F-].C([O-])(O)=O.[Na+]>C1COCC1>[C:1]([O:5][C:6]([NH:8][C@H:9]([CH3:41])[C:10]([NH:12][C:13]1[C:22]2[C:17](=[CH:18][CH:19]=[C:20]([OH:23])[CH:21]=2)[CH:16]=[CH:15][CH:14]=1)=[O:11])=[O:7])([CH3:4])([CH3:2])[CH3:3] |f:1.2,3.4|. Procedure details: To a solution of (R)-2-(tert-butoxycarbonylamino)-N-[7-(tert-butyldiphenylsilyloxy)naphthalen-1-yl]propionamide (290 mg, 0.51 mmol) in dry THF (2 mL), under argon, was added TBAF (0.56 mL of a 1.0 M solution in THF, 0.56 mmol) dropwise. The resulting mixture was stirred at ambient temperature for 30 min, then saturated aqueous NaHCO3 (1 mL) was added and the THF was removed under reduced pressure. The residue was partitioned between saturated aqueous NaHCO3 (10 mL) and CH2Cl2 (30 mL). The aqueou...